From a dataset of the Open Reaction Database (ORD), a public repository of structured organic reaction records. describe an organic reaction: reactants, conditions, products, and yield RXN SMILES: [CH3:24][OH:25].[CH:4](=[CH2:5])[CH:6]1[C:7](=[O:23])[CH2:8][CH2:9][C:10]12[CH2:11][CH2:12][N:13]([C:16](=[O:17])[O:18][C:19]([CH3:20])([CH3:21])[CH3:22])[CH2:14][CH2:15]2.[O-:1][O+:2]=[O:3]>>[O:1]=[CH:4][CH:6]1[C:7](=[O:23])[CH2:8][CH2:9][C:10]12[CH2:11][CH2:12][N:13]([C:16](=[O:17])[O:18][C:19]([CH3:20])([CH3:21])[CH3:22])[CH2:14][CH2:15]2. Product: CC(C)(C)OC(=O)N1CCC2(CCC(=O)C2C=O)CC1. Reactants: CO, C=CC1C(=O)CCC12CCN(C(=O)OC(C)(C)C)CC2, O=[O+][O-]. The reactants are NC1=C(C=CC(=C1)C(F)(F)F)C(C)=O (1-(2-amino-4-(trifluoromethyl)phenyl)ethanone), C(C)OC(CC(CCC)=O)=O (3-oxo-hexanoic acid ethyl ester), O.O.[Sn](Cl)Cl (tin(II) chloride dihydrate), C(Cl)Cl.CCCCCC (DCM hexane). Solvent: CCO (EtOH). Reaction conditions: temperature 80 celsius, time 10 minute. Yields the product C(C)OC(=O)C=1C(=NC2=CC(=CC=C2C1C)C(F)(F)F)CCC (4-methyl-2-propyl-7-(trifluoromethyl)quinoline-3-carboxylic acid ethyl ester). The yield is 55.7%. RXN SMILES: [NH2:1][C:2]1[CH:7]=[C:6]([C:8]([F:11])([F:10])[F:9])[CH:5]=[CH:4][C:3]=1[C:12](=O)[CH3:13].[CH2:15]([O:17][C:18](=[O:25])[CH2:19][C:20](=O)[CH2:21][CH2:22][CH3:23])[CH3:16].O.O.[Sn](Cl)Cl.C(Cl)Cl.CCCCCC>CCO>[CH2:15]([O:17][C:18]([C:19]1[C:20]([CH2:21][CH2:22][CH3:23])=[N:1][C:2]2[C:3]([C:12]=1[CH3:13])=[CH:4][CH:5]=[C:6]([C:8]([F:11])([F:10])[F:9])[CH:7]=2)=[O:25])[CH3:16] |f:2.3.4,5.6|. Procedure: 5.0 g (24.6 mmol) 1-(2-amino-4-(trifluoromethyl)phenyl)ethanone was stirred together with 2.6 ml (24.6 mmol) 3-oxo-hexanoic acid ethyl ester and 5.6 g (24.6 mmol) tin(II) chloride dihydrate for 3 h at RT. The mixture was subsequently heated to 80° C. for 16 h. After cooling to RT, the mixture was diluted with EtOH (25 ml), ice was added and the mixture was stirred for 10 min at RT. The solution was subsequently filtered off and washed with EtOAc. The phases were separated and the aqueous phase w... Starting materials: O=C(C=O)C=1SC=CC1 (oxo-thiophen-2-yl-acetaldehyde), FC1=CC=C(CC=2N(C(=NN2)N)N)C=C1 (5-(4-fluoro-benzyl)-[1,2,4]triazole-3,4-diamine). Product: FC1=CC=C(CC2=NN=C3N2N=CC(=N3)C=3SC=CC3)C=C1 (3-(4-fluoro-benzyl)-7-thiophen-2-yl-[1,2,4]triazolo[4,3-b][1,2,4]triazine), 3-(4-fluoro-benzyl)-6-thiophen-2-yl-[1,2,4 ][triazolo 1,2,4,-b][1,2,4]triazine. Reaction SMILES: O=[C:2]([C:5]1[S:6][CH:7]=[CH:8][CH:9]=1)[CH:3]=O.[F:10][C:11]1[CH:24]=[CH:23][C:14]([CH2:15][C:16]2[N:17]([NH2:22])[C:18]([NH2:21])=[N:19][N:20]=2)=[CH:13][CH:12]=1>>[F:10][C:11]1[CH:24]=[CH:23][C:14]([CH2:15][C:16]2[N:17]3[N:22]=[CH:3][C:2]([C:5]4[S:6][CH:7]=[CH:8][CH:9]=4)=[N:21][C:18]3=[N:19][N:20]=2)=[CH:13][CH:12]=1. Reported procedure: General procedure A was followed with the reaction of oxo-thiophen-2-yl-acetaldehyde and 5-(4-fluoro-benzyl)-[1,2,4]triazole-3,4-diamine to provide 3-(4-fluoro-benzyl)-7-thiophen-2-yl-[1,2,4]triazolo[4,3-b][1,2,4]triazine and 3-(4-fluoro-benzyl)-6-thiophen-2-yl-[1,2,4 ][triazolo 1,2,4,-b][1,2,4]triazine (example 5). The reactants are CN1CCN(CCO)CC1, COc1cc2c(Cl)ncnc2cc1O. Yields the product COc1cc2c(Cl)ncnc2cc1OCCN1CCN(C)CC1. As a reaction SMILES: [CH3:15][N:16]1[CH2:17][CH2:18][N:19]([CH2:22][CH2:23][OH:24])[CH2:20][CH2:21]1.[Cl:1][c:2]1[n:3][cH:4][n:5][c:6]2[cH:7][c:8]([OH:14])[c:9]([O:12][CH3:13])[cH:10][c:11]12>>[Cl:1][c:2]1[n:3][cH:4][n:5][c:6]2[cH:7][c:8]([O:14][CH2:23][CH2:22][N:19]3[CH2:18][CH2:17][N:16]([CH3:15])[CH2:21][CH2:20]3)[c:9]([O:12][CH3:13])[cH:10][c:11]12. Reactants: C(C(C)C)(=O)Cl (Isobutyryl chloride), N1C(N)=NC=2N=CNC2C1=O (guanine), TEA. Run in N1=CC=CC=C1 (pyridine). Run at temperature 100 celsius, time 3 hour. Yields the product C(C(C)C)(=O)NC=1NC(C=2NC=NC2N1)=O (N2-isoButyrylguanine). Reaction SMILES: [C:1](Cl)(=[O:5])[CH:2]([CH3:4])[CH3:3].[NH:7]1[C:16](=[O:17])[C:15]2[NH:14][CH:13]=[N:12][C:11]=2[N:10]=[C:8]1[NH2:9]>N1C=CC=CC=1>[C:1]([NH:9][C:8]1[NH:7][C:16](=[O:17])[C:15]2[NH:14][CH:13]=[N:12][C:11]=2[N:10]=1)(=[O:5])[CH:2]([CH3:4])[CH3:3]. Reported procedure: Isobutyryl chloride (2.02 mL, 19.9 mmol) was added dropwise to a stirred suspension of guanine (3.02 g, 20 mmol) and TEA (1.45 mL, 10.4 mmol) in anhydrous pyridine (40 mL). The mixture was stirred for 3 h at 100° C. The reaction was quenched using methanol, and the solid was filtered, washed with methanol and dried in vacuo to give 10: yield 2.67 g (60%); MS (+ESI): m/z 222 [M+H]+. The reactants are [BH4-], C[O-], CO, COC(=O)COc1cc(C)ccc1C=O, [Na+], [Na+]. The product is COC(=O)COc1cc(C)ccc1CO. RXN SMILES: [BH4-:16].[CH3:18][O-:19].[CH3:21][OH:22].[CH:1](=[O:2])[c:3]1[c:4]([O:5][CH2:6][C:7](=[O:8])[O:9][CH3:10])[cH:11][c:12]([CH3:15])[cH:13][cH:14]1.[Na+:17].[Na+:20]>>[CH2:1]([OH:2])[c:3]1[c:4]([O:5][CH2:6][C:7](=[O:8])[O:9][CH3:10])[cH:11][c:12]([CH3:15])[cH:13][cH:14]1.